From a dataset of the Open Reaction Database (ORD), a public repository of structured organic reaction records. describe an organic reaction: reactants, conditions, products, and yield Reactants: FC(C(=O)O)(F)F (trifluoroacetic acid), C(C)(C)(C)OC(=O)CNC=1C=C(C=CC1)C1=CC=C(C=N1)\C=C(\C(=O)OCC)/OCC (ethyl (Z)-3-{6-[3-(tert-butoxycarbonylmethylamino)phenyl]pyrid-3-yl}-2-ethoxyacrylate), O (water). Solvent: ClCCl (dichloromethane), ClCCl (dichloromethane). Conditions: time 20 hour. Product: C(C)O\C(\C(=O)OCC)=C/C=1C=NC(=CC1)C1=CC(=CC=C1)NC (ethyl (Z)-2-ethoxy-3-[6-(3-methylaminophenyl)pyrid-3-yl]acrylate). The yield is 83.2%. Reaction SMILES: FC(F)(F)C(O)=O.C(OC([CH2:15][NH:16][C:17]1[CH:18]=[C:19]([C:23]2[N:28]=[CH:27][C:26](/[CH:29]=[C:30](\[O:36][CH2:37][CH3:38])/[C:31]([O:33][CH2:34][CH3:35])=[O:32])=[CH:25][CH:24]=2)[CH:20]=[CH:21][CH:22]=1)=O)(C)(C)C.O>ClCCl>[CH2:37]([O:36]/[C:30](=[CH:29]\[C:26]1[CH:27]=[N:28][C:23]([C:19]2[CH:20]=[CH:21][CH:22]=[C:17]([NH:16][CH3:15])[CH:18]=2)=[CH:24][CH:25]=1)/[C:31]([O:33][CH2:34][CH3:35])=[O:32])[CH3:38]. Procedure details: 0.62 mL (7.0 mmol) of trifluoroacetic acid is added to a solution of 0.30 g (0.7 mmol) of ethyl (Z)-3-{6-[3-(tert-butoxycarbonylmethylamino)phenyl]pyrid-3-yl}-2-ethoxyacrylate in 10 mL of dichloromethane. The reaction mixture is stirred at room temperature for 20 hours. The reaction is stopped by addition of 10 mL of water and extraction with dichloromethane. The organic phases are combined and then dried over magnesium sulfate. After filtration, the solvents are evaporated off. The crude produc... Reactants: C[SH]=c1[nH]ccc(=O)[nH]1, CCOC(=O)N1CCC(NC)CC1, CCCCOC(C)=O, Cc1ccccc1C. Product: CCOC(=O)N1CCC(N(C)c2nc(=O)cc[nH]2)CC1. RXN SMILES: [CH3:14][SH:15]=[c:16]1[nH:17][cH:18][cH:19][c:20](=[O:22])[nH:21]1.[CH3:1][NH:2][CH:3]1[CH2:4][CH2:5][N:6]([C:9](=[O:10])[O:11][CH2:12][CH3:13])[CH2:7][CH2:8]1.[CH3:31][CH2:32][CH2:33][CH2:34][O:35][C:36](=[O:37])[CH3:38].[c:23]1([CH3:24])[c:25]([CH3:26])[cH:27][cH:28][cH:29][cH:30]1>>[CH3:1][N:2]([CH:3]1[CH2:4][CH2:5][N:6]([C:9](=[O:10])[O:11][CH2:12][CH3:13])[CH2:7][CH2:8]1)[c:16]1[nH:17][cH:18][cH:19][c:20](=[O:22])[n:21]1.